Dataset: the Open Reaction Database (ORD), a public repository of structured organic reaction records. Task: describe an organic reaction: reactants, conditions, products, and yield Starting materials: O1COC2=C1C=CC(=C2)C2CC(C1=CC=CC=C21)=O (3-(benzo[1,3]dioxol-5-yl)-indan-1-one), [BH4-].[Na+] (Sodium borohydride). The solvent is C(C)O (ethanol), C(OC)COC (dimethoxyethane). Reaction conditions: time 1 hour. The product is O1COC2=C1C=CC(=C2)[C@H]2C[C@H](C1=CC=CC=C21)O (cis-3-(benzo[1,3]dioxol-5-yl)-indan-1-ol). Yield: 99.2%. As a reaction SMILES: [BH4-].[Na+].[O:3]1[C:7]2[CH:8]=[CH:9][C:10]([CH:12]3[C:20]4[C:15](=[CH:16][CH:17]=[CH:18][CH:19]=4)[C:14](=[O:21])[CH2:13]3)=[CH:11][C:6]=2[O:5][CH2:4]1>C(O)C.C(COC)OC>[O:3]1[C:7]2[CH:8]=[CH:9][C:10]([C@@H:12]3[C:20]4[C:15](=[CH:16][CH:17]=[CH:18][CH:19]=4)[C@H:14]([OH:21])[CH2:13]3)=[CH:11][C:6]=2[O:5][CH2:4]1 |f:0.1|. Procedure details: Sodium borohydride (1.5 g) was added in portions with stirring at 10-15° C. to a solution of 3-(benzo[1,3]dioxol-5-yl)-indan-1-one (10 g) in a mixture of ethanol (75 mL) and dimethoxyethane (75 mL). The mixture was stirred at rt for 1 h and then evaporated in vacuo. The resulting oil was treated with water and diethyl ether, and the organic phase was separated and washed with water and 0.1 N HCl, dried (MgSO4) and evaporated in vacuo to give cis-3-(benzo[1,3]dioxol-5-yl)-indan-1-ol as a brown oi... The reactants are C1CCOC1, CC(C)=O, COc1cc(Nc2nc3c(c(N4CCC5(C4)OCCO5)n2)CCC3c2ccccc2)ccc1-n1cnc(Cl)c1, Cl. The product is COc1cc(Nc2nc3c(c(N4CCC(=O)C4)n2)CCC3c2ccccc2)ccc1-n1cnc(Cl)c1. Reaction SMILES: [CH2:45]1[O:46][CH2:47][CH2:48][CH2:49]1.[CH3:41][C:42](=[O:43])[CH3:44].[Cl:1][c:2]1[n:3][cH:4][n:5](-[c:7]2[c:8]([O:38][CH3:39])[cH:9][c:10]([NH:13][c:14]3[n:15][c:16]([N:29]4[CH2:30][C:31]5([O:32][CH2:35][CH2:34][O:33]5)[CH2:36][CH2:37]4)[c:17]4[c:18]([n:19]3)[CH:20]([c:23]3[cH:24][cH:25][cH:26][cH:27][cH:28]3)[CH2:21][CH2:22]4)[cH:11][cH:12]2)[cH:6]1.[ClH:40]>>[Cl:1][c:2]1[n:3][cH:4][n:5](-[c:7]2[c:8]([O:38][CH3:39])[cH:9][c:10]([NH:13][c:14]3[n:15][c:16]([N:29]4[CH2:30][C:31](=[O:32])[CH2:36][CH2:37]4)[c:17]4[c:18]([n:19]3)[CH:20]([c:23]3[cH:24][cH:25][cH:26][cH:27][cH:28]3)[CH2:21][CH2:22]4)[cH:11][cH:12]2)[cH:6]1. As a reaction SMILES: [Br:33][c:34]1[cH:35][n:36][n:37]([CH2:39][C:40](=[O:41])[O:42][CH2:43][CH3:44])[cH:38]1.[CH3:1][C:2]1([CH3:3])[C:4]([CH3:5])([CH3:6])[O:7][B:8]([c:9]2[cH:10][n:11][c:12]([N:15]3[CH2:16][CH2:17][CH:18]([O:21][c:22]4[c:23]([C:28]([F:29])([F:30])[F:31])[cH:24][cH:25][cH:26][cH:27]4)[CH2:19][CH2:20]3)[n:13][cH:14]2)[O:32]1.[Na+:45].[Na+:46].[O-:47][C:48](=[O:49])[O-:50].[O:51]=[CH:52][N:53]([CH3:54])[CH3:55]>>[c:9]1(-[c:34]2[cH:35][n:36][n:37]([CH2:39][C:40](=[O:41])[O:42][CH2:43][CH3:44])[cH:38]2)[cH:10][n:11][c:12]([N:15]2[CH2:16][CH2:17][CH:18]([O:21][c:22]3[c:23]([C:28]([F:29])([F:30])[F:31])[cH:24][cH:25][cH:26][cH:27]3)[CH2:19][CH2:20]2)[n:13][cH:14]1. Yields the product CCOC(=O)Cn1cc(-c2cnc(N3CCC(Oc4ccccc4C(F)(F)F)CC3)nc2)cn1. Reactants: CCOC(=O)Cn1cc(Br)cn1, CC1(C)OB(c2cnc(N3CCC(Oc4ccccc4C(F)(F)F)CC3)nc2)OC1(C)C, [Na+], [Na+], O=C([O-])[O-], CN(C)C=O. Starting materials: N(=NC(=O)OC(C)C)C(=O)OC(C)C (diisopropyl azodicarboxylate), OCC1CCN(CC1)C(=O)OC(C)(C)C (tert-butyl 4-(hydroxymethyl)piperidinecarboxylate), ClC1=C(C(=CC(=C1)OCC1=CC=CC=C1)Cl)O (2,6-dichloro-4-(phenylmethoxy)phenol), C1(=CC=CC=C1)P(C1=CC=CC=C1)C1=CC=CC=C1 (triphenylphosphine). The solvent is C1CCOC1 (THF). Reaction conditions: time 18 hour. Product: ClC1=C(OCC2CCN(CC2)C(=O)OC(C)(C)C)C(=CC(=C1)OCC1=CC=CC=C1)Cl (tert-butyl 4-{[2,6-dichloro-4-(phenylmethoxy)phenoxy]methyl}piperidinecarboxylate). Yield: 97.9%. Reaction SMILES: [OH:1][CH2:2][CH:3]1[CH2:8][CH2:7][N:6]([C:9]([O:11][C:12]([CH3:15])([CH3:14])[CH3:13])=[O:10])[CH2:5][CH2:4]1.[Cl:16][C:17]1[CH:22]=[C:21]([O:23][CH2:24][C:25]2[CH:30]=[CH:29][CH:28]=[CH:27][CH:26]=2)[CH:20]=[C:19]([Cl:31])[C:18]=1O.C1(P(C2C=CC=CC=2)C2C=CC=CC=2)C=CC=CC=1.N(C(OC(C)C)=O)=NC(OC(C)C)=O>C1COCC1>[Cl:16][C:17]1[CH:22]=[C:21]([O:23][CH2:24][C:25]2[CH:30]=[CH:29][CH:28]=[CH:27][CH:26]=2)[CH:20]=[C:19]([Cl:31])[C:18]=1[O:1][CH2:2][CH:3]1[CH2:8][CH2:7][N:6]([C:9]([O:11][C:12]([CH3:15])([CH3:14])[CH3:13])=[O:10])[CH2:5][CH2:4]1. Procedure details: A stirred solution of 10.0 grams (0.046 mole) of tert-butyl 4-(hydroxymethyl)piperidinecarboxylate (commercially available) and 12.5 grams (0.046 mole) of 2,6-dichloro-4-(phenylmethoxy)phenol (known compound) in 100 mL of THF was cooled in an ice-water bath and 12.2 grams (0.046 mole) of triphenylphosphine was added in one portion. Upon completion of addition 9 mL (0.046 mole) of diisopropyl azodicarboxylate was added dropwise during a five minute period. Upon completion of addition the reaction...